From a dataset of the Open Reaction Database (ORD), a public repository of structured organic reaction records. describe an organic reaction: reactants, conditions, products, and yield Run at temperature 100 celsius, time 2 hour. Starting materials: C(C)(=O)O (acetic acid), NC1=NNC=C1C1=CC=C(C=C1)SC1=CC=CC=C1 (3-amino-4-(4phenylthiophenyl)pyrazole), FC(C(CC(=O)OCC)=O)(F)F (ethyl 4,4,4-trifluoroacetoacetate). The solvent is CCOCC (ether). RXN SMILES: C(O)(=O)C.[NH2:5][C:6]1[C:10]([C:11]2[CH:16]=[CH:15][C:14]([S:17][C:18]3[CH:23]=[CH:22][CH:21]=[CH:20][CH:19]=3)=[CH:13][CH:12]=2)=[CH:9][NH:8][N:7]=1.[F:24][C:25]([F:35])([F:34])[C:26](=O)[CH2:27][C:28](OCC)=[O:29]>CCOCC>[OH:29][C:28]1[N:7]2[N:8]=[CH:9][C:10]([C:11]3[CH:12]=[CH:13][C:14]([S:17][C:18]4[CH:23]=[CH:22][CH:21]=[CH:20][CH:19]=4)=[CH:15][CH:16]=3)=[C:6]2[N:5]=[C:26]([C:25]([F:35])([F:34])[F:24])[CH:27]=1. Procedure details: In an 8 ml acetic acid solution of 1.07 g of 3-amino-4-(4phenylthiophenyl)pyrazole, 0.6 ml of ethyl 4,4,4-trifluoroacetoacetate was added and stirred for 2 hours at 100° C. After allowing to cool, ether was added, and the precipitate was filtered and dried, and the title compound was obtained (200 mg, 13%). Yields the product OC1=CC(=NC=2N1N=CC2C2=CC=C(C=C2)SC2=CC=CC=C2)C(F)(F)F (7-Hydroxy-5-trifluoromethyl-3-(4-phenylthiophenyl)pyrazolo[1,5-a]pyrimidine). Reactants: C1(=CC=CC=C1)P(C1=CC=CC=C1)C1=CC=CC=C1 (triphenylphosphine), N(=NC(=O)OC(C)C)C(=O)OC(C)C (diisopropyl azodicarboxylate), C(C)(=S)O (thioacetic acid), C(C1=CC=CC=C1)OC(=O)N1C(CCCC1)CCO (2-(2-hydroxyethyl)-piperidine-1-carboxylic acid benzyl ester). Run in O1CCCC1 (tetrahydrofuran). Reaction conditions: temperature 0 celsius, time 30 minute. Yields the product C(C1=CC=CC=C1)OC(=O)N1C(CCCC1)CCSC(C)=O (2-(2-acetylsulfanylethyl)-piperidine-1-carboxylic acid benzyl ester). As a reaction SMILES: C1(P(C2C=CC=CC=2)C2C=CC=CC=2)C=CC=CC=1.N(C(OC(C)C)=O)=NC(OC(C)C)=O.[CH2:34]([O:41][C:42]([N:44]1[CH2:49][CH2:48][CH2:47][CH2:46][CH:45]1[CH2:50][CH2:51]O)=[O:43])[C:35]1[CH:40]=[CH:39][CH:38]=[CH:37][CH:36]=1.[C:53]([OH:56])(=[S:55])[CH3:54]>O1CCCC1>[CH2:34]([O:41][C:42]([N:44]1[CH2:49][CH2:48][CH2:47][CH2:46][CH:45]1[CH2:50][CH2:51][S:55][C:53](=[O:56])[CH3:54])=[O:43])[C:35]1[CH:36]=[CH:37][CH:38]=[CH:39][CH:40]=1. Reported procedure: To a solution of triphenylphosphine (3.99 g in 35 mL dry tetrahydrofuran) was added 3.0 mL diisopropyl azodicarboxylate and the mixture stirred at 0° C. for 30 minutes. At this time, 2.0 g of 2-(2-hydroxyethyl)-piperidine-1-carboxylic acid benzyl ester was added followed by the dropwise addition of a solution of 1.16 g thioacetic acid in 19 mL tetrahydrofuran. After 2 hours, the mixture was concentrated in vacuo and purified by flash chromatography on silica gel (hexane:methylene chloride, 1:1) ...